Dataset: the Open Reaction Database (ORD), a public repository of structured organic reaction records. Task: describe an organic reaction: reactants, conditions, products, and yield The reactants are COB(OC)OC (trimethylborate), Cl (hydrochloric acid), intermediate, FC=1C=C(C=CC1F)OC (3,4-difluoroanisole), OO (hydrogen peroxide), solution, N-butyl-lithium. The solvent is CCCCCC (hexane). Product: FC1=C(C(=CC=C1F)OC)O (2,3-difluoro 6-methoxy phenol). Reaction SMILES: [F:1][C:2]1[CH:3]=[C:4]([O:9][CH3:10])[CH:5]=[CH:6][C:7]=1[F:8].C[O:12]B(OC)OC.Cl.OO>CCCCCC>[F:1][C:2]1[C:7]([F:8])=[CH:6][CH:5]=[C:4]([O:9][CH3:10])[C:3]=1[OH:12]. Procedure details: Using the procedure of Example 39, 125 g of 3,4-difluoroanisole (commercial) and 500 ml of a 1.6 M solution of N-butyl-lithium in hexane were reacted at −72° C., and then 92.4 ml of trimethylborate, 500 ml of hydrochloric acid and 120 g of intermediate compound were reacted and the product was reacted with 440 ml of 30% hydrogen peroxide to obtain 82.4 g of the expected product melting at 46.6° C. Reactants: NCC(O)C1=CC=CC=C1 (2-amino-1-phenylethanol), N([C@@H](CC1=CC=C(C=C1)O)C(=O)O)C(=O)OC(C)(C)C (Boc-L-Tyr), resultant mixture. Reported procedure: n-Butanol (20 ml) was added with the concentrate of the reaction products obtained in the same manner as in Example 296 which contained 1.67 g (7.50 mmol) of 2-amino-1-phenylethanol, and 2.11 g (7.50 mmol) of Boc-L-Tyr. The resultant mixture was heated for dissolution, cooled to room temperature and left over night to precipitate crystals. The crystals were isolated by filtration to afford 1.06 g (2.10 mmol) of (R)-2-amino-1-phenylethanol.Boc-L-Tyr salt. The yield of the compound based on (R)-2-... The yield is 28.0%. RXN SMILES: [NH2:1][CH2:2][CH:3]([C:5]1[CH:10]=[CH:9][CH:8]=[CH:7][CH:6]=1)[OH:4].N(C(OC(C)(C)C)=O)[C@H](C(O)=O)CC1C=CC(O)=CC=1>C(O)CCC>[NH2:1][CH2:2][C@@H:3]([C:5]1[CH:10]=[CH:9][CH:8]=[CH:7][CH:6]=1)[OH:4]. The product is NC[C@H](O)C1=CC=CC=C1 ((R)-2-amino-1-phenylethanol). Run in C(CCC)O (n-Butanol).